This data is from the Open Reaction Database (ORD), a public repository of structured organic reaction records. The task is: describe an organic reaction: reactants, conditions, products, and yield Product: C(#N)C1=C(C(=C(C2=C1N=C(O2)C2CC2)F)C(=O)OC)C (Methyl 4-cyano-2-cyclopropyl-7-fluoro-5-methyl-1,3-benzoxazole-6-carboxylate). Solvent: O (water), O1CCCC1 (tetrahydrofuran), C(C)(=O)OCC (ethyl acetate), C(C)(C)(C)O (tert-butanol). Run at time 6 hour. RXN SMILES: [CH:1]1([C:4]2[O:5][C:6]3[C:7](=[C:9]([C:17]#[N:18])[C:10]([CH3:16])=[C:11]([CH:14]=[O:15])[C:12]=3[F:13])[N:8]=2)[CH2:3][CH2:2]1.O.O.P([O-])(O)(O)=O.[Na+].CC(=CC)C.Cl([O-])=O.[Na+].Cl.C[Si](C=[N+]=[N-])(C)C.[CH2:44]([O:46]CC)C.C(=O)([O-])O.[Na+]>C(O)(C)(C)C.C(OCC)(=O)C.O.O1CCCC1>[C:17]([C:9]1[C:7]2[N:8]=[C:4]([CH:1]3[CH2:2][CH2:3]3)[O:5][C:6]=2[C:12]([F:13])=[C:11]([C:14]([O:46][CH3:44])=[O:15])[C:10]=1[CH3:16])#[N:18] |f:1.2.3.4,6.7,9.10,11.12|. Procedure details: 2-Cyclopropyl-7-fluoro-6-formyl-5-methyl-1,3-benzoxazole-4-carbonitrile (I-182) (280 mg, 1.15 mmol) was dissolved in tert-butanol (8 ml), tetrahydrofuran (6 ml) and water (6 ml), then at 0° C., sodium dihydrogenphosphate dihydrate (268 mg, 1.72 mmol), 2-methyl-2-butene (515 μl, 4.59 mmol), then sodium chlorite (purity 80%, 389 mg, 3.44 mmol) were added. After stirring at room temperature for 6 hours, the solvent was evaporated away under reduced pressure. The residue was fractionated with ethyl ... Starting materials: C[Si](C)(C)C=[N+]=[N-].C(C)OCC (trimethylsilyldiazomethane diethyl ether), Cl (hydrochloric acid), C(O)([O-])=O.[Na+] (sodium hydrogencarbonate), O.O.P(=O)(O)(O)[O-].[Na+] (sodium dihydrogenphosphate dihydrate), CC(C)=CC (2-methyl-2-butene), Cl(=O)[O-].[Na+] (sodium chlorite), C1(CC1)C=1OC=2C(N1)=C(C(=C(C2F)C=O)C)C#N (2-Cyclopropyl-7-fluoro-6-formyl-5-methyl-1,3-benzoxazole-4-carbonitrile). The reactants are OC1=C(C=C(C2=CC=CC=C12)O)C(=O)O (1,4-dihydroxy-2-naphthoic acid), ice hydrochloric acid, [OH-].[Na+] (sodium hydroxide), C(C(=O)C1=CC=CC=C1)Br (phenacyl bromide). The solvent is CN(C)C=O (DMF), CN(C)C=O (DMF). Conditions: temperature 40 celsius, time 3.5 hour. Product: OC1=C(C=C(C2=CC=CC=C12)OCC(C1=CC=CC=C1)=O)C(=O)O (1-hydroxy-4-benzoylmethoxy-2-naphthoic acid). Isolated yield 75.0%. RXN SMILES: [OH:1][C:2]1[C:11]2[C:6](=[CH:7][CH:8]=[CH:9][CH:10]=2)[C:5]([OH:12])=[CH:4][C:3]=1[C:13]([OH:15])=[O:14].[OH-].[Na+].[CH2:18](Br)[C:19]([C:21]1[CH:26]=[CH:25][CH:24]=[CH:23][CH:22]=1)=[O:20]>CN(C=O)C>[OH:1][C:2]1[C:11]2[C:6](=[CH:7][CH:8]=[CH:9][CH:10]=2)[C:5]([O:12][CH2:18][C:19](=[O:20])[C:21]2[CH:26]=[CH:25][CH:24]=[CH:23][CH:22]=2)=[CH:4][C:3]=1[C:13]([OH:15])=[O:14] |f:1.2|. Reported procedure: Into a solution of 0.05 mole of 1,4-dihydroxy-2-naphthoic acid in 70 ml. of DMF were dropped, with introduction of nitrogen gas, 10 ml. of a 40% aqueous sodium hydroxide solution and then a solution of 0.05 mole of phenacyl bromide in 10 ml. of DMF, and the resulting mixture was reacted with stirring at 40° C. for 3 to 4 hours. After completion of the reaction, the reaction liquid was poured into ice-hydrochloric acid to deposit crystals, which were then recovered by filtration and recrystallize... Starting materials: ClCC#CCCl (1,4-dichloro-2-butyne), ClC(Cl)[SiH3] (dichloromethylsilane). The reagents and catalysts are [H+].[H+].Cl[Pt-2](Cl)(Cl)(Cl)(Cl)Cl (chloroplatinic acid), C(C)(C)O (isopropanol). The product is ClCC(=CCCl)[SiH2]C(Cl)Cl (1,4-dichloro-2-(dichloromethyl)silyl-2-butene). Isolated yield 87.2%. Reaction SMILES: [Cl:1][CH2:2][C:3]#[C:4][CH2:5][Cl:6].[Cl:7][CH:8]([SiH3:10])[Cl:9]>[H+].[H+].Cl[Pt-2](Cl)(Cl)(Cl)(Cl)Cl.C(O)(C)C>[Cl:1][CH2:2][C:3]([SiH2:10][CH:8]([Cl:9])[Cl:7])=[CH:4][CH2:5][Cl:6] |f:2.3.4|. Procedure details: To a mixture of 10 ml (0.106 mol) of 1,4-dichloro-2-butyne and 11.5 ml (0.11 mol) of dichloromethylsilane (boiling point: 41° C.) was added 0.05 ml (4.8 mmol %) of an isopropanol solution of chloroplatinic acid prepared in the same manner as in Example 1, followed by heating under reflux for 1 hour, thereby obtaining 22 g of 1,4-dichloro-2-(dichloromethyl)silyl-2-butene. RXN SMILES: [CH3:1][C:2]([C:3](=[O:4])[OH:5])([C:6]([CH3:7])([c:8]1[cH:9][cH:10][cH:11][cH:12][cH:13]1)[CH3:14])[OH:15].[CH3:20][OH:21].[Li+:19].[O:22]1[CH2:23][CH2:24][CH2:25][CH2:26]1.[OH-:18].[OH2:16].[OH2:17]>>[CH:2]([C:3](=[O:4])[OH:5])([C:6]([CH3:7])([c:8]1[cH:9][cH:10][cH:11][cH:12][cH:13]1)[CH3:14])[OH:15]. Reactants: CC(O)(C(=O)O)C(C)(C)c1ccccc1, CO, [Li+], C1CCOC1, [OH-], O, O. The product is CC(C)(c1ccccc1)C(O)C(=O)O. Reactants: ClC=1C=C(C=CC1OC)CCC(=O)C1CCCC1 (3-(3-chloro-4-methoxy-phenyl)-1-cyclopentyl-propan-1-one), COC1=C(C=CC(=C1)OC)CCC(=O)C1CCCC1 (3-(2,4-dimethoxyphenyl)-1-cyclopentylpropan-1-one). Yields the product ClC=1C=C(C=CC1OC)CCC1(CC(CC(O1)=O)=O)C1CCCC1 (6-[2-(3-Chloro-4-methoxy-phenyl)-ethyl]-6-cyclopentyl-dihydro-pyran-2,4-dione). As a reaction SMILES: [Cl:1][C:2]1[CH:3]=[C:4]([CH2:10][CH2:11][C:12]([CH:14]2[CH2:18][CH2:17][CH2:16][CH2:15]2)=[O:13])[CH:5]=[CH:6][C:7]=1[O:8][CH3:9].C[O:20][C:21]1[CH:26]=[C:25]([O:27]C)C=C[C:22]=1CCC(C1CCCC1)=O>>[Cl:1][C:2]1[CH:3]=[C:4]([CH2:10][CH2:11][C:12]2([CH:14]3[CH2:18][CH2:17][CH2:16][CH2:15]3)[O:13][C:25](=[O:27])[CH2:26][C:21](=[O:20])[CH2:22]2)[CH:5]=[CH:6][C:7]=1[O:8][CH3:9]. Reported procedure: The title compound was prepared analogously to Example B(86), Step 2 substituting 3-(3-chloro-4-methoxy-phenyl)-1-cyclopentyl-propan-1-one from Step 1 above in place of 3-(2,4-dimethoxyphenyl)-1-cyclopentylpropan-1-one. Reactants: solution, [OH-].[Na+] (sodium hydroxide), O (water), B (borane), solution, NC1=C(C(=O)O)C=C(C=C1C)I (2-amino-5-iodo-3-methylbenzoic acid). Run in C1CCOC1 (THF), C1CCOC1 (THF). Conditions: time 0.5 hour. Yields the product NC1=C(CO)C=C(C=C1C)I (2-Amino-5-iodo-3-methylbenzyl alcohol). As a reaction SMILES: B.[NH2:2][C:3]1[C:11]([CH3:12])=[CH:10][C:9]([I:13])=[CH:8][C:4]=1[C:5](O)=[O:6].O.[OH-].[Na+]>C1COCC1>[NH2:2][C:3]1[C:11]([CH3:12])=[CH:10][C:9]([I:13])=[CH:8][C:4]=1[CH2:5][OH:6] |f:3.4|. Procedure details: A solution of borane in THF (270 cm3 of a 1M solution) was added over 0.5 hours to a stirred suspension of 2-amino-5-iodo-3-methylbenzoic acid (18.48 g) in THF (400 cm3) at 0°. After stirring at 0° for 0.5 hours, the reaction mixture was warmed to 50° for a further 3 hours. After cooling in an ice-bath, water (25 cm3) was cautiously added dropwise with stirring, the resulting mixture was treated with an aqueous 10% solution of sodium hydroxide (100 cm3), and stirring was continued for a further ...